This data is from the Open Reaction Database (ORD), a public repository of structured organic reaction records. The task is: describe an organic reaction: reactants, conditions, products, and yield Yield: 77.0%. Procedure details: A tautomeric mixture of 3-[(2-chloro-4-pyrimidinyl)acetyl]-N-(2,6-fluorophenyl)benzamide and 3-[(E)-2-(2-chloro-4-pyrimidinyl)-1-hydroxyethenyl]-N-(2,6-difluorophenyl)benzamide (5.73 g, 14.8 mmol) was dissolved in 150 mL of DCM with stirring. NBS (2.63 g, 14.8 mmol) was added in a single portion, and the reaction was stirred for 15 minutes. The reaction was concentrated in vacuo. Dioxane (100 mL) was added to dissolve the residue with stirring. 2-Aminopyridine (4.18 g, 44.4 mmol) was added, and ... Starting materials: NC1=NC=CC=C1 (2-Aminopyridine), 3-[(2-chloro-4-pyrimidinyl)acetyl]-N-(2,6-fluorophenyl)benzamide, ClC1=NC=CC(=N1)/C=C(/O)\C=1C=C(C(=O)NC2=C(C=CC=C2F)F)C=CC1 (3-[(E)-2-(2-chloro-4-pyrimidinyl)-1-hydroxyethenyl]-N-(2,6-difluorophenyl)benzamide), C(=O)(O)[O-].[Na+] (NaHCO3), C1CC(=O)N(C1=O)Br (NBS). Run at temperature 60 celsius. The product is ClC1=NC=CC(=N1)C1=C(N=C2N1C=CC=C2)C=2C=C(C(=O)NC1=C(C=CC=C1F)F)C=CC2 (3-[3-(2-chloro-4-pyrimidinyl)imidazo[1,2-a]pyridin-2-yl]-N-(2,6-difluorophenyl)-benzamide). The solvent is CCOC(=O)C (EtOAc), C(Cl)Cl (DCM). Reaction SMILES: [Cl:1][C:2]1[N:7]=[C:6](/[CH:8]=[C:9](\[C:11]2[CH:12]=[C:13]([CH:25]=[CH:26][CH:27]=2)[C:14]([NH:16][C:17]2[C:22]([F:23])=[CH:21][CH:20]=[CH:19][C:18]=2[F:24])=[O:15])/O)[CH:5]=[CH:4][N:3]=1.C1C(=O)N(Br)C(=O)C1.[NH2:36][C:37]1[CH:42]=[CH:41][CH:40]=[CH:39][N:38]=1.C([O-])(O)=O.[Na+]>C(Cl)Cl.CCOC(C)=O>[Cl:1][C:2]1[N:7]=[C:6]([C:8]2[N:38]3[CH:39]=[CH:40][CH:41]=[CH:42][C:37]3=[N:36][C:9]=2[C:11]2[CH:12]=[C:13]([CH:25]=[CH:26][CH:27]=2)[C:14]([NH:16][C:17]2[C:22]([F:23])=[CH:21][CH:20]=[CH:19][C:18]=2[F:24])=[O:15])[CH:5]=[CH:4][N:3]=1 |f:3.4|.